Task: describe an organic reaction: reactants, conditions, products, and yield. Dataset: the Open Reaction Database (ORD), a public repository of structured organic reaction records Starting materials: CC=1C=2C=CC=CC2C=2C=CC3=C(SC(=C3)C(=O)OCC)C2C1 (Ethyl 5-methylphenanthro[1,2-b]thiophene-2-carboxylate). Run in CCO (EtOH). Yields the product CC=1C=2C=CC=CC2C=2C=CC3=C(SC=C3)C2C1 (5-methylphenanthro[1,2-b]thiophene). The yield is 82.3%. As a reaction SMILES: [CH3:1][C:2]1[C:3]2[CH:4]=[CH:5][CH:6]=[CH:7][C:8]=2[C:9]2[CH:10]=[CH:11][C:12]3[CH:16]=[C:15](C(OCC)=O)[S:14][C:13]=3[C:22]=2[CH:23]=1>CCO>[CH3:1][C:2]1[C:3]2[CH:4]=[CH:5][CH:6]=[CH:7][C:8]=2[C:9]2[CH:10]=[CH:11][C:12]3[CH:16]=[CH:15][S:14][C:13]=3[C:22]=2[CH:23]=1. Procedure details: Ethyl 5-methylphenanthro[1,2-b]thiophene-2-carboxylate (H. G. Pars Pharmaceutical Laboratories, Inc.) was hydrolyzed and decarboyxlated according to the procedure outlined in Example 15B to give an 82.3% yield of 5-methylphenanthro[1,2-b]thiophene, mp 129.5°-131°, (EtOH), (C,N,S).